Dataset: the Open Reaction Database (ORD), a public repository of structured organic reaction records. Task: describe an organic reaction: reactants, conditions, products, and yield The product is COc1ncccc1CC#N. Starting materials: COc1ncccc1CCl, N#C[Na], CN(C)C=O, O. Reaction SMILES: [CH3:1][O:2][c:3]1[n:4][cH:5][cH:6][cH:7][c:8]1[CH2:9][Cl:10].[Na:11][C:12]#[N:13].[O:14]=[CH:15][N:16]([CH3:17])[CH3:18].[OH2:19]>>[CH3:1][O:2][c:3]1[n:4][cH:5][cH:6][cH:7][c:8]1[CH2:9][C:12]#[N:13]. Reactants: CC1=NC2=C(C=CC3=C2N=C(C=C3C4=CC=C(C=C4)S(=O)(=O)O)C)C(=C1)C5=CC=C(C=C5)S(=O)(=O)O (Bathocuproinedisulfonic acid), [Na][Na] (disodium). Product: CC=1C=C(C=2C=CC=3C(=CC(=NC3C2N1)C)C=4C=CC=CC4)C=5C=CC=CC5 (Bathocuproine). Reaction SMILES: [CH3:1][C:2]1[CH:26]=[C:25]([C:27]2[CH:32]=[CH:31][C:30](S(O)(=O)=O)=[CH:29][CH:28]=2)[C:5]2[CH:6]=[CH:7][C:8]3[C:13]([C:14]4[CH:19]=[CH:18][C:17](S(O)(=O)=O)=[CH:16][CH:15]=4)=[CH:12][C:11]([CH3:24])=[N:10][C:9]=3[C:4]=2[N:3]=1.[Na][Na]>>[CH3:1][C:2]1[CH:26]=[C:25]([C:27]2[CH:28]=[CH:29][CH:30]=[CH:31][CH:32]=2)[C:5]2[CH:6]=[CH:7][C:8]3[C:13]([C:14]4[CH:15]=[CH:16][CH:17]=[CH:18][CH:19]=4)=[CH:12][C:11]([CH3:24])=[N:10][C:9]=3[C:4]=2[N:3]=1. Procedure: Bathocuproinedisulfonic acid, disodium salt Reactants: BrC=1C2=C(C=3CN(C(C3C1)=O)[C@@H]1[C@H](CCCC1)O)C=CC=C2 (5-bromo-2-[(1S,2S)-2-hydroxycyclohexyl]-1,2-dihydro-3H-benzo[e]isoindol-3-one), NC1C(CCCC1)O (2-amino-cyclohexanol). Product: BrC=1C2=C(C=3CN(C(C3C1)=O)[C@H]1COCC[C@@H]1O)C=CC=C2 (5-Bromo-2-[(3S,4S)-4-hydroxytetrahydro-2H-pyran-3-yl]-1,2-dihydro-3H-benzo[e]isoindol-3-one). As a reaction SMILES: [Br:1][C:2]1[C:3]2[CH:22]=[CH:21][CH:20]=[CH:19][C:4]=2[C:5]2[CH2:6][N:7]([C@H:12]3[CH2:17]C[CH2:15][CH2:14][C@@H:13]3[OH:18])[C:8](=[O:11])[C:9]=2[CH:10]=1.NC1CCCCC1[OH:30]>>[Br:1][C:2]1[C:3]2[CH:22]=[CH:21][CH:20]=[CH:19][C:4]=2[C:5]2[CH2:6][N:7]([C@@H:12]3[C@@H:13]([OH:18])[CH2:14][CH2:15][O:30][CH2:17]3)[C:8](=[O:11])[C:9]=2[CH:10]=1. Reported procedure: 5-Bromo-2-[(3S,4S)-4-hydroxytetrahydro-2H-pyran-3-yl]-1,2-dihydro-3H-benzo[e]isoindol-3-one was prepared employing the procedures described for the construction of 5-bromo-2-[(1S,2S)-2-hydroxycyclohexyl]-1,2-dihydro-3H-benzo[e]isoindol-3-one in Example 1, substituting (3S,4S)-3-aminotetrahydro-2H-pyran-4-ol for 2-amino-cyclohexanol. Starting materials: SC=1OC(=NN1)C1=NN=C(O1)C (2-mercapto-5-(2-methyl-1,3,4-oxadiazol-5-yl)-1,3,4-oxadiazole), BrCCC(=C(F)F)F (4-bromo-1,1,2-trifluorobut-1-ene), O1CCOCC1 (dioxane), potassium t-butylate. Solvent: CN(C=O)C (dimethylformamide). The product is FC(CCSC=1OC(=NN1)C1=NN=C(O1)C)=C(F)F (2-(3,4,4-Trifluoro-3-buten-1-ylthio)-5-(2-methyl-1,3,4-oxadiazol-5-yl)-1,3,4-oxadiazole). The yield is 54.5%. As a reaction SMILES: [SH:1][C:2]1[O:3][C:4]([C:7]2[O:11][C:10]([CH3:12])=[N:9][N:8]=2)=[N:5][N:6]=1.O1CCOCC1.Br[CH2:20][CH2:21][C:22]([F:26])=[C:23]([F:25])[F:24]>CN(C)C=O>[F:26][C:22](=[C:23]([F:25])[F:24])[CH2:21][CH2:20][S:1][C:2]1[O:3][C:4]([C:7]2[O:11][C:10]([CH3:12])=[N:9][N:8]=2)=[N:5][N:6]=1. Reported procedure: 3.7 g of 2-mercapto-5-(2-methyl-1,3,4-oxadiazol-5-yl)-1,3,4-oxadiazole according to Example H1 are initially introduced into a mixture of 36 ml of dioxane and 4 ml of dimethylformamide, and 2.24 g of potassium t-butylate are added, while stirring. 4.2 g of 4-bromo-1,1,2-trifluorobut-1-ene are added dropwise and the mixture is stirred overnight at room temperature. After the salts have been filtered off, the solvents are distilled off in vacuo, the residue is taken up in methylene chloride, the s... The reactants are O=C([O-])[O-], CN(C)C=O, Cc1cnccc1CCl, [K+], [K+], O, C#CCc1c(C)nc2c(O)cccn12. The product is C#CCc1c(C)nc2c(OCc3ccncc3C)cccn12. RXN SMILES: [C:1](=[O:2])([O-:3])[O-:4].[CH3:31][N:32]([CH3:33])[CH:34]=[O:35].[Cl:21][CH2:22][c:23]1[c:24]([CH3:29])[cH:25][n:26][cH:27][cH:28]1.[K+:5].[K+:6].[OH2:30].[OH:7][c:8]1[c:9]2[n:10]([cH:11][cH:12][cH:13]1)[c:14]([CH2:18][C:19]#[CH:20])[c:15]([CH3:17])[n:16]2>>[O:7]([c:8]1[c:9]2[n:10]([cH:11][cH:12][cH:13]1)[c:14]([CH2:18][C:19]#[CH:20])[c:15]([CH3:17])[n:16]2)[CH2:22][c:23]1[c:24]([CH3:29])[cH:25][n:26][cH:27][cH:28]1. Reactants: OC1CC(N(C1)CC(=O)OCC)=O (Ethyl 4-hydroxy-2-oxo-1-pyrrolidineacetate), N (ammonia). The solvent is CC(=O)C (acetone). Product: OC1CC(N(C1)CC(=O)N)=O (4-hydroxy-2-oxo-1-pyrrolidineacetamide). Reaction SMILES: [OH:1][CH:2]1[CH2:6][N:5]([CH2:7][C:8](OCC)=[O:9])[C:4](=[O:13])[CH2:3]1.[NH3:14]>CC(C)=O>[OH:1][CH:2]1[CH2:6][N:5]([CH2:7][C:8]([NH2:14])=[O:9])[C:4](=[O:13])[CH2:3]1. Procedure: A solution of 7.1 g ethyl 4-hydroxy-2-oxo-1-pyrrolidineacetate obtained in Example 12, in 7.1 ml ammonia solution (d25 =0.90) is stirred at ambient temperature for 15 h. It is then diluted with 140 ml acetone and the mixture is stirred at ambient temperature until the gum that precipitates solidifies into white crystals. On filtering in vacuo and drying, 4-hydroxy-2-oxo-1-pyrrolidineacetamide is obtained, m.p. 160°-162° C. Starting materials: CC(C)(C)[SiH2]OC(C)(C)c1ccc(Cl)cc1C1(O)CCCn2cncc21, O=C([O-])O, Cl, [Na+]. Yields the product Clc1ccc2c(c1)C1(CCCn3cncc31)OC2. As a reaction SMILES: [C:1]([SiH2:2][O:3][C:7]([CH3:4])([CH3:5])[c:8]1[c:9]([C:15]2([OH:24])[c:16]3[n:17]([cH:21][n:22][cH:23]3)[CH2:18][CH2:19][CH2:20]2)[cH:10][c:11]([Cl:14])[cH:12][cH:13]1)([CH3:6])([CH3:25])[CH3:26].[C:27](=[O:28])([OH:29])[O-:30].[ClH:32].[Na+:31]>>[CH2:7]1[c:8]2[c:9]([cH:10][c:11]([Cl:14])[cH:12][cH:13]2)[C:15]2([c:16]3[n:17]([cH:21][n:22][cH:23]3)[CH2:18][CH2:19][CH2:20]2)[O:24]1.